Dataset: the Open Reaction Database (ORD), a public repository of structured organic reaction records. Task: describe an organic reaction: reactants, conditions, products, and yield Starting materials: O=C1CCC(=O)N1Br, O=C(OOC(=O)c1ccccc1)c1ccccc1, Cc1cc2c3ccccc3ccc2c2ccccc12, CO, Clc1ccccc1. Product: BrCc1cc2c3ccccc3ccc2c2ccccc12. RXN SMILES: [Br:20][N:21]1[C:22](=[O:23])[CH2:24][CH2:25][C:26]1=[O:27].[C:28]([O:29][O:30][C:31](=[O:32])[c:33]1[cH:34][cH:35][cH:36][cH:37][cH:38]1)(=[O:39])[c:40]1[cH:41][cH:42][cH:43][cH:44][cH:45]1.[CH3:1][c:2]1[cH:3][c:4]2[c:5]3[cH:6][cH:7][cH:8][cH:9][c:10]3[cH:11][cH:12][c:13]2[c:14]2[cH:15][cH:16][cH:17][cH:18][c:19]12.[CH3:53][OH:54].[Cl:46][c:47]1[cH:48][cH:49][cH:50][cH:51][cH:52]1>>[CH2:1]([c:2]1[cH:3][c:4]2[c:5]3[cH:6][cH:7][cH:8][cH:9][c:10]3[cH:11][cH:12][c:13]2[c:14]2[cH:15][cH:16][cH:17][cH:18][c:19]12)[Br:20]. Run in C(CCC)OCCCC (di-n-butyl ether). Isolated yield 79.7%. Reaction SMILES: Br[CH:2]1[CH2:7][CH2:6][CH2:5][CH:4]([C:8]2[CH:13]=[CH:12][CH:11]=[CH:10][CH:9]=2)[C:3]1=[O:14].Br>C(OCCCC)CCC>[C:8]1([C:4]2[C:3](=[O:14])[CH2:2][CH2:7][CH2:6][CH:5]=2)[CH:13]=[CH:12][CH:11]=[CH:10][CH:9]=1. Reactants: BrC1C(C(CCC1)C1=CC=CC=C1)=O (2-bromo-6-phenylcyclohexanone), Br (HBr). Product: C1(=CC=CC=C1)C=1C(CCCC1)=O (2-Phenyl-2-cyclohexenone). Reported procedure: A suspension of 4.97 g (19.6 mmole) of 2-bromo-6-phenylcyclohexanone in 120 mL of di-n-butyl ether was heated at 175° C. for 7 hours, at which point evolution of gaseous HBr had essentially ceased. The mixture was concentrated in vacuo and the residue purified by flash chromatography with 75:25 methylene chloride: hexanes to provide 2.69 g (80%) of a white solid. Solvent: C(C)(=O)O (acetic acid). Product: C(C1=CC=CC=C1)OC1=CC(=C(C=C1OC)C1(CCC1)C#N)[N+](=O)[O-] (1-(4-(benzyloxy)-5-methoxy-2-nitrophenyl)cyclobutanecarbonitrile). RXN SMILES: [CH2:1]([O:8][C:9]1[CH:14]=[CH:13][C:12]([C:15]2([C:19]#[N:20])[CH2:18][CH2:17][CH2:16]2)=[CH:11][C:10]=1[O:21][CH3:22])[C:2]1[CH:7]=[CH:6][CH:5]=[CH:4][CH:3]=1.C(OC(=O)C)(=O)C.[N+:30]([O-])([OH:32])=[O:31]>C(O)(=O)C>[CH2:1]([O:8][C:9]1[C:10]([O:21][CH3:22])=[CH:11][C:12]([C:15]2([C:19]#[N:20])[CH2:18][CH2:17][CH2:16]2)=[C:13]([N+:30]([O-:32])=[O:31])[CH:14]=1)[C:2]1[CH:3]=[CH:4][CH:5]=[CH:6][CH:7]=1. Yield: 91.8%. Procedure: A solution of 1-(4-(benzyloxy)-3-methoxyphenyl)cyclobutanecarbonitrile (5 g, 17.04 mmol), from Step 1, in acetic acid (20 mL)/acetic anhydride (20 mL) was cooled in an ice bath to 0° C. and treated slowly with 65% nitric acid (2.54 mL, 34.1 mmol). The reaction was stirred at 0° C. for 20 min, poured into ice and extracted with EtOAc. Organic layer was washed with saturated aqueous NaHCO3 and water. Organic layer was dried (MgSO4), filtered and concentrated. Purification by flash chromatography (... Conditions: temperature 0 celsius, time 20 minute. Starting materials: C(C1=CC=CC=C1)OC1=C(C=C(C=C1)C1(CCC1)C#N)OC (1-(4-(benzyloxy)-3-methoxyphenyl)cyclobutanecarbonitrile), C(C)(=O)OC(C)=O (acetic anhydride), [N+](=O)(O)[O-] (nitric acid). The solvent is O (Water), CC(OCC)=O (EA), CN(C)C=O (DMF), CN(C)C=O (DMF). Run at temperature 50 celsius, time 16 hour. Yields the product [N+](=O)([O-])C1=NN(N=C1)CC1=CC(=NO1)C(C)=O (1-[5-(4-Nitro-[1,2,3]triazol-2-ylmethyl)-isoxazol-3-yl]-ethanone). Starting materials: N#N (N2), CCN(C(C)C)C(C)C (DIPEA), ClCC1=CC(=NO1)C(C)=O (1-(5-chloromethyl-isoxazol-3-yl)-ethanone), [N+](=O)([O-])C1=NNN=C1 (4-nitro-2H-[1,2,3]triazole). Reported procedure: In a flame dried round-bottomed flask equipped with a magnetic stir bar and under inert atmosphere (N2), a solution of 1-(5-hydroxymethyl-isoxazol-3-yl)-ethanone (262 mg, 1.86 mmol) in dry CH2Cl2 (2.6 mL) was treated at 0° C. with Et3N (0.34 mL, 2.41 mmol) followed by DMAP (23 mg, 0.19 mmol) and Ms-Cl (0.17 mL, 2.23 mmol). After stirring at rt for 2 h, the reaction mixture was quenched with water (10 mL), extracted with CH2Cl2 (2×10 mL) and the combined org. extracts were dried over NaSO4, filte... RXN SMILES: N#N.Cl[CH2:4][C:5]1[O:9][N:8]=[C:7]([C:10](=[O:12])[CH3:11])[CH:6]=1.[N+:13]([C:16]1[CH:20]=[N:19][NH:18][N:17]=1)([O-:15])=[O:14].CCN(C(C)C)C(C)C>CN(C=O)C.CC(=O)OCC.O>[N+:13]([C:16]1[CH:20]=[N:19][N:18]([CH2:4][C:5]2[O:9][N:8]=[C:7]([C:10](=[O:12])[CH3:11])[CH:6]=2)[N:17]=1)([O-:15])=[O:14]. The reactants are CC(CC(C)=O)(C)NC(C=C)=O (N-(1,1-dimethyl-3-oxobutyl)acrylamide), N (ammonia), ( 1 ), 5,6-dihydro-6-hydroxy-4,4,6-trimethyl-2-vinyl-1,3,3(4H)-oxazine-3-ium sulfate. Run in O (water). Yields the product C(C=C)(=O)N.CC(=O)C.CC(=O)C (diacetone acrylamide). RXN SMILES: CC([NH:8][C:9](=[O:12])[CH:10]=[CH2:11])(C)[CH2:3][C:4](=[O:6])[CH3:5].N>O>[C:9]([NH2:8])(=[O:12])[CH:10]=[CH2:11].[CH3:3][C:4]([CH3:5])=[O:6].[CH3:3][C:4]([CH3:5])=[O:6] |f:3.4.5|. Reported procedure: A process is disclosed for preparing N-(1,1-dimethyl-3-oxobutyl)acrylamide which comprises (1) contacting a dispersion of 5,6-dihydro-6-hydroxy-4,4,6-trimethyl-2-vinyl-1,3,3(4H)-oxazine-3-ium sulfate (1:1) in a water-immiscible organic solvent with a neutralizing or alkalizing amount of gaseous ammonia at a temperature between about 10° C. and 25° C. to form a solution of diacetone acrylamide in said organic solvent and a precipitate of crystalline ammonium sulfate; (2) separating the crystals o... Reactants: N#N.C(C1=CC=CC=C1)OC(=O)N[C@H]([C@@H](C[C@@]1(N(C[C@@H](C1)O)C(C)(C)C)C(=O)N)O)CC1=CC=CC=C1 (N2 [3(S)-(benzyloxyformamido)-2(R)-hydroxy-4-phenylbutyl]-N1 -tert.butyl-4(R)-hydroxy-L-prolinamide). Reagents/catalysts: [Pd] (palladium-on-carbon). Run in C(C)O (ethanol). Product: N#N.N[C@H]([C@@H](C[C@@]1(N(C[C@@H](C1)O)C(C)(C)C)C(=O)N)O)CC1=CC=CC=C1 (N2 [3(S)-amino-2(R)-hydroxy-4-phenylbutyl]-N1 -tert.butyl-4(R)-hydroxy-L-prolinamide). Yield: 96.0%. RXN SMILES: [N:1]#[N:2].C(OC([NH:13][C@@H:14]([CH2:31][C:32]1[CH:37]=[CH:36][CH:35]=[CH:34][CH:33]=1)[C@H:15]([OH:30])[CH2:16][C@@:17]1([C:27]([NH2:29])=[O:28])[CH2:21][C@@H:20]([OH:22])[CH2:19][N:18]1[C:23]([CH3:26])([CH3:25])[CH3:24])=O)C1C=CC=CC=1>C(O)C.[Pd]>[N:1]#[N:2].[NH2:13][C@@H:14]([CH2:31][C:32]1[CH:37]=[CH:36][CH:35]=[CH:34][CH:33]=1)[C@H:15]([OH:30])[CH2:16][C@@:17]1([C:27]([NH2:29])=[O:28])[CH2:21][C@@H:20]([OH:22])[CH2:19][N:18]1[C:23]([CH3:26])([CH3:24])[CH3:25] |f:0.1,4.5|. Reported procedure: 0.226 g of N2 -[3(S)-(benzyloxyformamido)-2(R)-hydroxy-4-phenylbutyl]-N1 -tert.butyl-4(R)-hydroxy-L-prolinamide was dissolved in 20 ml of ethanol and hydrogenated over 40 mg of 10% palladium-on-carbon at room temperature and under atmospheric pressure for 2 hours. The catalyst was removed by filtration and the filtrate was evaporated to give 0.16 g of N2 -[3(S)-amino-2(R)-hydroxy-4-phenylbutyl]-N1 -tert.butyl-4(R)-hydroxy-L-prolinamide as a gum which was used without further purification. The product is CN(C)C(=O)c1cc2cnc(Nc3ccc(C=O)cn3)nc2n1C1CCCC1. RXN SMILES: [CH3:1][N:2]([C:3](=[O:4])[c:5]1[cH:6][c:7]2[c:8]([n:9][c:10]([NH:13][c:14]3[n:15][cH:16][c:17]([CH2:20][OH:21])[cH:18][cH:19]3)[n:11][cH:12]2)[n:22]1[CH:23]1[CH2:24][CH2:25][CH2:26][CH2:27]1)[CH3:28].[CH3:32][OH:33].[Cl:29][CH2:30][Cl:31].[O:34]=[Mn:35]=[O:36]>>[CH3:1][N:2]([C:3](=[O:4])[c:5]1[cH:6][c:7]2[c:8]([n:9][c:10]([NH:13][c:14]3[n:15][cH:16][c:17]([CH:20]=[O:21])[cH:18][cH:19]3)[n:11][cH:12]2)[n:22]1[CH:23]1[CH2:24][CH2:25][CH2:26][CH2:27]1)[CH3:28]. Starting materials: CN(C)C(=O)c1cc2cnc(Nc3ccc(CO)cn3)nc2n1C1CCCC1, CO, ClCCl, O=[Mn]=O.